Dataset: the Open Reaction Database (ORD), a public repository of structured organic reaction records. Task: describe an organic reaction: reactants, conditions, products, and yield Starting materials: ClC1=C(C(=O)OCC)C=C(C(=N1)Cl)F (Ethyl 2,6-dichloro-5-fluoronicotinate), C(C)(C)[N-]C(C)C.[Li+] (lithium diisopropylamide). The product is ClC1=C(C(=O)OCC)C(=C(C(=N1)Cl)F)C (ethyl 2,6-dichloro-5-fluoro-4-methylnicotinate). RXN SMILES: [Cl:1][C:2]1[N:12]=[C:11]([Cl:13])[C:10]([F:14])=[CH:9][C:3]=1[C:4]([O:6][CH2:7][CH3:8])=[O:5].[CH:15]([N-]C(C)C)(C)C.[Li+]>>[Cl:1][C:2]1[N:12]=[C:11]([Cl:13])[C:10]([F:14])=[C:9]([CH3:15])[C:3]=1[C:4]([O:6][CH2:7][CH3:8])=[O:5] |f:1.2|. Procedure: Ethyl 2,6-dichloro-5-fluoronicotinate (Chem. Pharm. Bull. 3.5.(6), 2280 (1987)) was treated with lithium diisopropylamide and quenched with methyl iodide to give, upon work-up, ethyl 2,6-dichloro-5-fluoro-4-methylnicotinate. This material was hydrolyzed to give the corresponding acid which was elaborated in the usual manner to give 7-chloro-1-cyclopropyl-6-fluoro-1,4-dihydro-5-methyl-4-oxo-1,8-naphthyridine-3-carboxylic acid. 7-chloro-1-cyclopropyl-5-ethyl-6-fluoro-1,4-dihydro-4-oxo-1,8-naphthyr... Reactants: OC(C(=O)OCC)C=1N(C2=CC=CC=C2C1C1=CC=CC=C1)C (ethyl 2-hydroxy-2-(1-methyl-3-phenyl-1H-indol-2-yl)acetate), C(C)(C)(C)Br (tert-butylbromide). The reagents and catalysts are [Ag-]=O (silver (I) oxide). The solvent is C1CCCCC1 (cyclohexane). Reaction conditions: time 2 hour. Product: C(C)(C)(C)OC(C(=O)OCC)C=1N(C2=CC=CC=C2C1C1=CC=CC=C1)C (ethyl 2-(tert-butoxy)-2-(1-methyl-3-phenyl-1H-indol-2-yl)acetate). Isolated yield 10.3%. RXN SMILES: [OH:1][CH:2]([C:8]1[N:9]([CH3:23])[C:10]2[C:15]([C:16]=1[C:17]1[CH:22]=[CH:21][CH:20]=[CH:19][CH:18]=1)=[CH:14][CH:13]=[CH:12][CH:11]=2)[C:3]([O:5][CH2:6][CH3:7])=[O:4].[C:24](Br)([CH3:27])([CH3:26])[CH3:25]>C1CCCCC1.[Ag-]=O>[C:24]([O:1][CH:2]([C:8]1[N:9]([CH3:23])[C:10]2[C:15]([C:16]=1[C:17]1[CH:22]=[CH:21][CH:20]=[CH:19][CH:18]=1)=[CH:14][CH:13]=[CH:12][CH:11]=2)[C:3]([O:5][CH2:6][CH3:7])=[O:4])([CH3:27])([CH3:26])[CH3:25]. Procedure details: A mixture of ethyl 2-hydroxy-2-(1-methyl-3-phenyl-1H-indol-2-yl)acetate (1c) (300 mg, 0.97 mmol), silver (I) oxide (674 mg, 2.91 mmol) and tert-butylbromide (544 μL, 4.85 mmol) in cyclohexane (10 mL) was vigorously stirred for 2 hours under a nitrogen atmosphere. The reaction mixture was then filtered and concentrated in vacuo. The residue was purified by flash chromatography on silica gel (cyclohexane/ethyl acetate 90/10) to afford the desired ether oxide (1d) as a white solid (35 mg, 0.1 mmol,... The reactants are CI (methyl iodide), C([O-])([O-])=O.[K+].[K+] (potassium carbonate), BrC1=CC=C(C=N1)CCC(C(=O)OCC)S(=O)(=O)C (ethyl 4-(6-bromopyridin-3-yl)-2-(methylsulfonyl)butanoate). Solvent: CN(C)C=O (DMF), Cl (hydrochloric acid). Reaction conditions: time 8 hour. The product is BrC1=CC=C(C=N1)CCC(C(=O)OCC)(S(=O)(=O)C)C (Ethyl 4-(6-bromopyridin-3-yl)-2-methyl-2-(methylsulfonyl)butanoate). The yield is 66.1%. RXN SMILES: CI.[C:3](=O)([O-])[O-].[K+].[K+].[Br:9][C:10]1[N:15]=[CH:14][C:13]([CH2:16][CH2:17][CH:18]([S:24]([CH3:27])(=[O:26])=[O:25])[C:19]([O:21][CH2:22][CH3:23])=[O:20])=[CH:12][CH:11]=1>CN(C=O)C.Cl>[Br:9][C:10]1[N:15]=[CH:14][C:13]([CH2:16][CH2:17][C:18]([CH3:3])([S:24]([CH3:27])(=[O:26])=[O:25])[C:19]([O:21][CH2:22][CH3:23])=[O:20])=[CH:12][CH:11]=1 |f:1.2.3|. Reported procedure: A solution of methyl iodide (633 uL, 10.2 mmol, 2.2 equiv), potassium carbonate (895 mg, 6.5 mmol, 1.4 equiv), and ethyl 4-(6-bromopyridin-3-yl)-2-(methylsulfonyl)butanoate (1620 mg, 4.6 mmol, 1.0 equiv) in DMF (15 mL) was allowed to stir at room temperature overnight. The reaction was diluted with 0.5 M hydrochloric acid (220 mL) and was extracted with ethyl acetate (3×80 mL). The combined organic layers were washed with water (170 mL) and sodium thiosulfate (170 mL, 10% aq. solution), dried ov... Reactants: C1(CCCC1)N1[C@@H](C(N(C=2C=NC(=NC12)NC=1C=CC(=C2CCOC21)C(=O)O)C)=O)CC (7-[[(7R)-8-cyclopentyl-7-ethyl-5-methyl-6-oxo-7H-pteridin-2-yl]amino]-2,3-dihydrobenzofuran-4-carboxylic acid), F[B-](F)(F)F.N1(N=NC2=C1C=CC=C2)OC(=[N+](C)C)N(C)C (O-(benzotriazol-1-yl)-N,N,N′,N′-tetra methyluronium tetrafluoroborate), crude compound, CO[C@@H](CN)CN1CCN(CC1)C ((2S)-2-methoxy-3-(4-methylpiperazin-1-yl)propan-1-amine), C(C)(C)N(CC)C(C)C (diisopropylethylamine), C([O-])([O-])=O.[Na+].[Na+] (sodium carbonate). Solvent: ClCCl (dichloromethane). Reaction conditions: time 2 hour. Product: C1(CCCC1)N1[C@@H](C(N(C=2C=NC(=NC12)NC=1C=CC(=C2CCOC21)C(=O)NC[C@@H](CN2CCN(CC2)C)OC)C)=O)CC (7-[[(7R)-8-cyclopentyl-7-ethyl-5-methyl-6-oxo-7H-pteridin-2-yl]amino]-N-[(2S)-2-methoxy-3-(4-methylpiperazin-1-yl)propyl]-2,3-dihydrobenzofuran-4-carboxamide). The yield is 28.7%. RXN SMILES: [CH:1]1([N:6]2[C:15]3[N:14]=[C:13]([NH:16][C:17]4[CH:18]=[CH:19][C:20]([C:26]([OH:28])=O)=[C:21]5[C:25]=4[O:24][CH2:23][CH2:22]5)[N:12]=[CH:11][C:10]=3[N:9]([CH3:29])[C:8](=[O:30])[C@H:7]2[CH2:31][CH3:32])[CH2:5][CH2:4][CH2:3][CH2:2]1.F[B-](F)(F)F.N1(OC(N(C)C)=[N+](C)C)C2C=CC=CC=2N=N1.C(N(C(C)C)CC)(C)C.[CH3:64][O:65][C@H:66]([CH2:69][N:70]1[CH2:75][CH2:74][N:73]([CH3:76])[CH2:72][CH2:71]1)[CH2:67][NH2:68].C(=O)([O-])[O-].[Na+].[Na+]>ClCCl>[CH:1]1([N:6]2[C:15]3[N:14]=[C:13]([NH:16][C:17]4[CH:18]=[CH:19][C:20]([C:26]([NH:68][CH2:67][C@H:66]([O:65][CH3:64])[CH2:69][N:70]5[CH2:75][CH2:74][N:73]([CH3:76])[CH2:72][CH2:71]5)=[O:28])=[C:21]5[C:25]=4[O:24][CH2:23][CH2:22]5)[N:12]=[CH:11][C:10]=3[N:9]([CH3:29])[C:8](=[O:30])[C@H:7]2[CH2:31][CH3:32])[CH2:2][CH2:3][CH2:4][CH2:5]1 |f:1.2,5.6.7|. Reported procedure: 7-[[(7R)-8-Cyclopentyl-7-ethyl-5-methyl-6-oxo-7H-pteridin-2-yl]amino]-2,3-dihydrobenzofuran-4-carboxylic acid 1q (100 mg, 0.23 mmol) and O-(benzotriazol-1-yl)-N,N,N′,N′-tetra methyluronium tetrafluoroborate (74 mg, 0.23 mmol) were dissolved in 20 mL of anhydrous dichloromethane followed by the addition of diisopropylethylamine (0.1 mL, 0.50 mmol) and the crude compound (2S)-2-methoxy-3-(4-methylpiperazin-1-yl)propan-1-amine 38b (43 mg, 0.23 mmol) successively. The reaction solution was stirred f... Reactants: BrC=1C=NC=C(C1)\C=C\C1=C(C=CC(=C1)F)F ((E)-3-bromo-5-(2,5-difluorostyryl)pyridine), BrC1=NC=CC(=N1)CP(OCC)(OCC)=O (diethyl (2-bromopyrimidin-4-yl)methylphosphonate). Product: BrC1=NC=CC(=N1)\C=C\C1=C(C=CC(=C1)F)F ((E)-2-Bromo-4-(2,5-difluorostyryl)pyrimidine). RXN SMILES: Br[C:2]1C=NC=[C:6](/[CH:8]=[CH:9]/[C:10]2[CH:15]=[C:14]([F:16])[CH:13]=[CH:12][C:11]=2[F:17])[CH:7]=1.[Br:18][C:19]1[N:24]=C(CP(=O)(OCC)OCC)C=C[N:20]=1>>[Br:18][C:19]1[N:24]=[C:6](/[CH:8]=[CH:9]/[C:10]2[CH:15]=[C:14]([F:16])[CH:13]=[CH:12][C:11]=2[F:17])[CH:7]=[CH:2][N:20]=1. Procedure: Prepared according to the same procedure as (E)-3-bromo-5-(2,5-difluorostyryl)pyridine, starting with diethyl (2-bromopyrimidin-4-yl)methylphosphonate. 1H NMR (500 MHz, DMSO-d6) δ 8.70 (d, J=5.2 Hz, 1H), 7.93 (d, J=16.2 Hz, 1H), 7.83 (ddd, J=9.3, 5.8, 3.2 Hz, 1H), 7.72 (d, J=5.2 Hz, 1H), 7.46 (d, J=16.2 Hz, 1H), 7.43-7.30 (m, 2H), Mass spec.: 299.1 (MH)+. Starting materials: C#CCO, C#CCOC(=O)c1cc(F)c(F)cc1Cl, Cl, [H-], [Na+], CN(C)C=O. The product is C#CCOC(=O)c1cc(F)c(OCC#C)cc1Cl. RXN SMILES: [CH2:16]([C:17]#[CH:18])[OH:19].[CH2:1]([C:2]#[CH:3])[O:4][C:5]([c:6]1[c:7]([Cl:14])[cH:8][c:9]([F:13])[c:10]([F:12])[cH:11]1)=[O:15].[ClH:22].[H-:20].[Na+:21].[O:23]=[CH:24][N:25]([CH3:26])[CH3:27]>>[CH2:1]([C:2]#[CH:3])[O:4][C:5]([c:6]1[c:7]([Cl:14])[cH:8][c:9]([O:19][CH2:16][C:17]#[CH:18])[c:10]([F:12])[cH:11]1)=[O:15].